Task: describe an organic reaction: reactants, conditions, products, and yield. Dataset: the Open Reaction Database (ORD), a public repository of structured organic reaction records The reactants are C1COCCN1, COC(=O)c1cc(OCc2c(-c3ccccc3)noc2C)n[nH]1, C[Al](C)C, C1COCCO1. The product is Cc1onc(-c2ccccc2)c1COc1cc(C(=O)N2CCOCC2)[nH]n1. RXN SMILES: [CH2:5]1[CH2:6][O:7][CH2:8][CH2:9][NH:10]1.[CH3:11][O:12][C:13](=[O:14])[c:15]1[nH:16][n:17][c:18]([O:20][CH2:21][c:22]2[c:23](-[c:28]3[cH:29][cH:30][cH:31][cH:32][cH:33]3)[n:24][o:25][c:26]2[CH3:27])[cH:19]1.[CH3:1][Al:2]([CH3:3])[CH3:4].[O:34]1[CH2:35][CH2:36][O:37][CH2:38][CH2:39]1>>[CH2:5]1[CH2:6][O:7][CH2:8][CH2:9][N:10]1[C:13](=[O:12])[c:15]1[nH:16][n:17][c:18]([O:20][CH2:21][c:22]2[c:23](-[c:28]3[cH:29][cH:30][cH:31][cH:32][cH:33]3)[n:24][o:25][c:26]2[CH3:27])[cH:19]1. Starting materials: O.[OH-].[Li+] (lithium hydroxide monohydrate), COC(=O)C1=C(N=C(S1)CCC=1C(=NOC1)C1=NC=CC=C1)C (4-methyl-2-[2-(3-pyridin-2-yl-isoxazol-4-yl)-ethyl]-thiazole-5-carboxylic acid methyl ester), CO (methanol). Run in O (water), C1CCOC1 (THF). Reaction conditions: time 4 hour. Product: CC=1N=C(SC1C(=O)O)CCC=1C(=NOC1)C1=NC=CC=C1 (4-methyl-2-[2-(3-pyridin-2-yl-isoxazol-4-yl)-ethyl]-thiazole-5-carboxylic acid). Isolated yield 91.6%. Reaction SMILES: C[O:2][C:3]([C:5]1[S:9][C:8]([CH2:10][CH2:11][C:12]2[C:13]([C:17]3[CH:22]=[CH:21][CH:20]=[CH:19][N:18]=3)=[N:14][O:15][CH:16]=2)=[N:7][C:6]=1[CH3:23])=[O:4].O.[OH-].[Li+].CO>C1COCC1.O>[CH3:23][C:6]1[N:7]=[C:8]([CH2:10][CH2:11][C:12]2[C:13]([C:17]3[CH:22]=[CH:21][CH:20]=[CH:19][N:18]=3)=[N:14][O:15][CH:16]=2)[S:9][C:5]=1[C:3]([OH:4])=[O:2] |f:1.2.3|. Reported procedure: To a suspension of 4-methyl-2-[2-(3-pyridin-2-yl-isoxazol-4-yl)-ethyl]-thiazole-5-carboxylic acid methyl ester (647 mg, 2.0 mmol) in THF (6.5 mL) was added a solution of lithium hydroxide monohydrate (165 mg, 3.9 mmol) in water (6.5 mL) followed by methanol (4 mL) and the resulting mixture stirred at room temperature for 4 h. The mixture was then evaporated to half volume and then acidified to pH 4 with HCl (1N) and cooled to 0° C. for 30 min. A solid precipitated and was filtered off and dried ... The reactants are COC1=CC=C(CN2C(C3CC3C(=N2)N2CC3=C(CC2)N=C(O3)C3=CC=CC=C3)=O)C=C1 (3-(4-methoxy-benzyl)-5-(2-phenyl-6,7-dihydro-4H-oxazolo[5,4-c]pyridin-5-yl)-3,4-diaza-bicyclo[4.1.0]hept-4-en-2-one), C=1(C(OC)=CC=CC1)OC (Veratrol), C(=O)(C(F)(F)F)O (TFA), C([O-])([O-])=O.[Na+].[Na+] (sodium carbonate). The product is C1(=CC=CC=C1)C=1OC=2CN(CCC2N1)C1=NNC(C2CC12)=O (5-(2-phenyl-6,7-dihydro-4H-oxazolo[5,4-c]pyridin-5-yl)-3,4-diaza-bicyclo[4.1.0]hept-4-en-2-one). As a reaction SMILES: COC1C=CC(C[N:8]2[N:14]=[C:13]([N:15]3[CH2:20][CH2:19][C:18]4[N:21]=[C:22]([C:24]5[CH:29]=[CH:28][CH:27]=[CH:26][CH:25]=5)[O:23][C:17]=4[CH2:16]3)[CH:12]3[CH:10]([CH2:11]3)[C:9]2=[O:30])=CC=1.C1(OC)C(=CC=CC=1)OC.C(O)(C(F)(F)F)=O.C(=O)([O-])[O-].[Na+].[Na+]>>[C:24]1([C:22]2[O:23][C:17]3[CH2:16][N:15]([C:13]4[CH:12]5[CH:10]([CH2:11]5)[C:9](=[O:30])[NH:8][N:14]=4)[CH2:20][CH2:19][C:18]=3[N:21]=2)[CH:25]=[CH:26][CH:27]=[CH:28][CH:29]=1 |f:3.4.5|. Procedure: 320 mg (0.75 mmol) 3-(4-methoxy-benzyl)-5-(2-phenyl-6,7-dihydro-4H-oxazolo[5,4-c]pyridin-5-yl)-3,4-diaza-bicyclo[4.1.0]hept-4-en-2-one, 1 ml (7.84 mmol) Veratrol and 6 ml TFA are heated to 100° C. in a pressure vessel for 24 h. The cooled mixture is combined with sat. sodium carbonate solution and extracted with DCM, the org. phase is concentrated by rotary evaporation i. V. and the residue is purified by silica gel (eluant: DCM/methanol). Reactants: C(=O)=O.CC(=O)C (dry ice acetone), C[Si](C)(C)[N-][Si](C)(C)C.[Li+] (lithium bis(trimethylsilyl)amide), ClC1=NN=CC2=CC(=CC=C12)S(=O)(=O)OC1=C(C(=C(C(=C1F)F)F)F)F (perfluorophenyl 1-chlorophthalazine-6-sulfonate), COC1=C(CNC=2SC=CN2)C=CC(=C1)OC (N-(2,4-dimethoxybenzyl)thiazol-2-amine). The yield is 35.8%. Procedure: A round-bottom flask was charged with N-(2,4-dimethoxybenzyl)thiazol-2-amine (181 mg, 0.723 mmol) and THF (3287 μl) to give a clear solution. The flask was cooled in a dry ice-acetone bath for 5 min, then lithium bis(trimethylsilyl)amide (1M in THF) (723 μl, 0.723 mmol) was added. The flask was removed from the bath for 2 min, then resubmerged. After 5 min, a solution of perfluorophenyl 1-chlorophthalazine-6-sulfonate (270 mg, 0.657 mmol) in THF (0.7 mL with a 0.3 mL wash) was added drop wise. A... Yields the product ClC1=NN=CC2=CC(=CC=C12)S(=O)(=O)N(C=1SC=CN1)CC1=C(C=C(C=C1)OC)OC (1-chloro-N-(2,4-dimethoxybenzyl)-N-(thiazol-2-yl)phthalazine-6-sulfonamide). Reaction SMILES: [CH3:1][O:2][C:3]1[CH:15]=[C:14]([O:16][CH3:17])[CH:13]=[CH:12][C:4]=1[CH2:5][NH:6][C:7]1[S:8][CH:9]=[CH:10][N:11]=1.C[Si]([N-][Si](C)(C)C)(C)C.[Li+].[Cl:28][C:29]1[C:38]2[C:33](=[CH:34][C:35]([S:39](OC3C(F)=C(F)C(F)=C(F)C=3F)(=[O:41])=[O:40])=[CH:36][CH:37]=2)[CH:32]=[N:31][N:30]=1.C(=O)=O.CC(C)=O>C1COCC1.[Cl-].[NH4+].CCOC(C)=O>[Cl:28][C:29]1[C:38]2[C:33](=[CH:34][C:35]([S:39]([N:6]([CH2:5][C:4]3[CH:12]=[CH:13][C:14]([O:16][CH3:17])=[CH:15][C:3]=3[O:2][CH3:1])[C:7]3[S:8][CH:9]=[CH:10][N:11]=3)(=[O:41])=[O:40])=[CH:36][CH:37]=2)[CH:32]=[N:31][N:30]=1 |f:1.2,4.5,7.8|. Run in [Cl-].[NH4+] (ammonium chloride), CCOC(=O)C (EtOAc), C1CCOC1 (THF), C1CCOC1 (THF). Run at time 5 minute. Reactants: BrC1=C(C(=C(C=C1)OC)OC(F)F)OCOC (1-bromo-3-(difluoromethoxy)-4-methoxy-2-(methoxymethoxy)benzene), C([O-])([O-])=O.[Cs+].[Cs+] (cesium carbonate), CC1(OB(OC1(C)C)C1=C2CCC(C2=CC=C1)=O)C (4-(4,4,5,5-tetramethyl-1,3,2-dioxaborolan-2-yl)-2,3-dihydro-1H-inden-1-one). The reagents and catalysts are [Pd].C1(=CC=CC=C1)P(C1=CC=CC=C1)C1=CC=CC=C1.C1(=CC=CC=C1)P(C1=CC=CC=C1)C1=CC=CC=C1.C1(=CC=CC=C1)P(C1=CC=CC=C1)C1=CC=CC=C1.C1(=CC=CC=C1)P(C1=CC=CC=C1)C1=CC=CC=C1 (tetrakis(triphenylphosphine) palladium (0)). The solvent is CN(C=O)C (dimethylformamide). Conditions: temperature 80 celsius. Product: FC(OC=1C(=C(C=CC1OC)C1=C2CCC(C2=CC=C1)=O)OCOC)F (4-(3-(Difluoromethoxy)-4-methoxy-2-(methoxymethoxy)phenyl)-2,3-dihydro-1H-inden-1-one). The yield is 51.6%. Reaction SMILES: Br[C:2]1[CH:7]=[CH:6][C:5]([O:8][CH3:9])=[C:4]([O:10][CH:11]([F:13])[F:12])[C:3]=1[O:14][CH2:15][O:16][CH3:17].C(=O)([O-])[O-].[Cs+].[Cs+].CC1(C)C(C)(C)OB([C:32]2[CH:40]=[CH:39][CH:38]=[C:37]3[C:33]=2[CH2:34][CH2:35][C:36]3=[O:41])O1>CN(C)C=O.[Pd].C1(P(C2C=CC=CC=2)C2C=CC=CC=2)C=CC=CC=1.C1(P(C2C=CC=CC=2)C2C=CC=CC=2)C=CC=CC=1.C1(P(C2C=CC=CC=2)C2C=CC=CC=2)C=CC=CC=1.C1(P(C2C=CC=CC=2)C2C=CC=CC=2)C=CC=CC=1>[F:12][CH:11]([F:13])[O:10][C:4]1[C:3]([O:14][CH2:15][O:16][CH3:17])=[C:2]([C:32]2[CH:40]=[CH:39][CH:38]=[C:37]3[C:33]=2[CH2:34][CH2:35][C:36]3=[O:41])[CH:7]=[CH:6][C:5]=1[O:8][CH3:9] |f:1.2.3,6.7.8.9.10|. Reported procedure: A solution of 1-bromo-3-(difluoromethoxy)-4-methoxy-2-(methoxymethoxy)benzene (3 g, 9.58 mmol) in dimethylformamide (50 mL) was purged with argon for 1 h, to this cesium carbonate (9.34 g, 28.74 mmol), tetrakis(triphenylphosphine) palladium (0) (1.1 g, 0.958 mmol) and 4-(4,4,5,5-tetramethyl-1,3,2-dioxaborolan-2-yl)-2,3-dihydro-1H-inden-1-one (2.96 g, 11.49 mmol) were added and the resultant reaction mixture was heated to 80° C. for 4 h. The reaction mixture was cooled to RT and filtered and the ... Reported procedure: Following the general procedure, reaction of 6e (4.20 g assayed, 13.55 mmol) with 1 M BH3 in THF (47.4 mL, 47.4 mmol) afforded 7e in an assay yield of 2.68 g (9.05 mmol, 67% assay yield, 100% peak area). A sample was concentrated in vacuo to an oil to provide the standard. Product: BrC1=CC=C(C=C1)[C@@H]1[C@H](C1)CN1CCOCC1 (4-(((1S,2S)-2-(4-bromophenyl)cyclopropyl)methyl)morpholine). Starting materials: BrC1=CC=C(C=C1)[C@@H]1[C@H](C1)C(=O)N1CCOCC1 (((1S,2S)-2-(4-bromophenyl)cyclopropyl)(morpholino)methanone), C1CCOC1 (THF). RXN SMILES: [Br:1][C:2]1[CH:7]=[CH:6][C:5]([C@H:8]2[CH2:10][C@@H:9]2[C:11]([N:13]2[CH2:18][CH2:17][O:16][CH2:15][CH2:14]2)=O)=[CH:4][CH:3]=1.C1COCC1>>[Br:1][C:2]1[CH:7]=[CH:6][C:5]([C@H:8]2[CH2:10][C@@H:9]2[CH2:11][N:13]2[CH2:14][CH2:15][O:16][CH2:17][CH2:18]2)=[CH:4][CH:3]=1. The reactants are C1=CC=CC2=C1CCC(CC2)=O (8,9-dihydro-5H-benzo[7]annulen-7(6H)-one), S(O)(O)(=O)=O (sulfuric acid), [N+](=O)(O)[O-] (nitric acid), ice water, nitro. Solvent: [N+](=O)([O-])C (nitromethane). Conditions: temperature 0 celsius, time 2 hour. The product is [N+](=O)([O-])C=1C=CC2=C(CCC(CC2)=O)C1 (2-nitro-8,9-dihydro-5H-benzo[7]annulen-7(6H)-one). The yield is 40.0%. RXN SMILES: S(=O)(=O)(O)O.[N+:6]([O-:9])(O)=[O:7].[CH:10]1[C:15]2[CH2:16][CH2:17][C:18](=[O:21])[CH2:19][CH2:20][C:14]=2[CH:13]=[CH:12][CH:11]=1>[N+](C)([O-])=O>[N+:6]([C:12]1[CH:11]=[CH:10][C:15]2[CH2:16][CH2:17][C:18](=[O:21])[CH2:19][CH2:20][C:14]=2[CH:13]=1)([O-:9])=[O:7]. Reported procedure: To a solution of cold (0° C.) concentrated sulfuric acid (15 mL) was added 70% nitric acid (15 mL) dropwise over 30 min. The addition was controlled to maintain the internal reaction temperature below 5° C. After the addition, the resulting solution was transferred into an addition funnel and was added dropwise to a solution of 8,9-dihydro-5H-benzo[7]annulen-7(6H)-one (14 g, 87.5 mmol) in nitromethane (80 mL) at 0° C. over a period of 40 min. After the addition, the reaction mixture was stirred ...